This data is from the Open Reaction Database (ORD), a public repository of structured organic reaction records. The task is: describe an organic reaction: reactants, conditions, products, and yield Starting materials: OC1=C(C=CC(=C1CCC)O)C(C)=O (1-(2,4-dihydroxy-3-propylphenyl)ethanone), BrCC1=C(C(=O)OC)C=CC=C1 (methyl 2-bromomethylbenzoate). Product: COC(C1=CC=CC=C1)=O (benzoic acid methyl ester). RXN SMILES: OC1C(CCC)=C(O)C=CC=1C(=O)C.BrC[C:17]1[CH:26]=[CH:25][CH:24]=[CH:23][C:18]=1[C:19]([O:21][CH3:22])=[O:20]>>[CH3:22][O:21][C:19](=[O:20])[C:18]1[CH:23]=[CH:24][CH:25]=[CH:26][CH:17]=1. Procedure details: 1-(2,4-dihydroxy-3-propylphenyl)ethanone was allowed to react with methyl 2-bromomethylbenzoate according to the procedure of Example 69 and the product was purified by recrystallization from hexane to give 2-[4-acetyl-3-hydroxy-2-propylphenoxy)methyl]benzoic acid methyl ester, the title compound, m.p. 90°-93°, in 78% yield. Analysis Calculated for C20H22O5 : C, 70.16, H, 6.48. Found: C, 69.97; H, 6.36.